This data is from the Open Reaction Database (ORD), a public repository of structured organic reaction records. The task is: describe an organic reaction: reactants, conditions, products, and yield Starting materials: FC1=CC=C(C=C1)C(CCO)C1=CC=C(C=C1)F (3,3-bis(4-fluorophenyl)-1-propanol), S(=O)(Cl)Cl (thionyl chloride). Run in ClCCl (dichloromethane). Yields the product ClCCC(C1=CC=C(C=C1)F)C1=CC=C(C=C1)F (1-[3-chloro-1-(4-fluorophenyl)propyl]-4-fluorobenzene). Isolated yield 76.7%. Reaction SMILES: [F:1][C:2]1[CH:7]=[CH:6][C:5]([CH:8]([C:12]2[CH:17]=[CH:16][C:15]([F:18])=[CH:14][CH:13]=2)[CH2:9][CH2:10]O)=[CH:4][CH:3]=1.S(Cl)([Cl:21])=O>ClCCl>[Cl:21][CH2:10][CH2:9][CH:8]([C:12]1[CH:17]=[CH:16][C:15]([F:18])=[CH:14][CH:13]=1)[C:5]1[CH:6]=[CH:7][C:2]([F:1])=[CH:3][CH:4]=1. Procedure details: A solution of 5.5 parts of 3,3-bis(4-fluorophenyl)-1-propanol and 2.92 parts of thionyl chloride in 39.9 parts of dichloromethane was stirred for 4 hours at 60° C. The reaction mixture was evaporated and then co-evaporated with methylbenzene. The residue was dissolved in ethyl acetate and this solution was washed with Na2CO3 (aq.), water and NaCl (sat.) and was then dried, filtered and evaporated. The residue was purified by column chromatography (silica gel; (C2H5)2O/n. hexane 2:98). The eluent... Starting materials: COC(=O)c1ccc(I)cc1OCc1ccccc1, C1CCOC1, CC(C)C[AlH]CC(C)C. Product: OCc1ccc(I)cc1OCc1ccccc1. RXN SMILES: [CH2:10]([c:11]1[cH:12][cH:13][cH:14][cH:15][cH:16]1)[O:17][c:18]1[c:19]([C:20](=[O:21])[O:22][CH3:23])[cH:24][cH:25][c:26]([I:28])[cH:27]1.[CH2:29]1[O:30][CH2:31][CH2:32][CH2:33]1.[CH3:1][CH:2]([CH2:3][AlH:4][CH2:5][CH:6]([CH3:7])[CH3:8])[CH3:9]>>[CH2:10]([c:11]1[cH:12][cH:13][cH:14][cH:15][cH:16]1)[O:17][c:18]1[c:19]([CH2:20][OH:21])[cH:24][cH:25][c:26]([I:28])[cH:27]1. Reactants: C1CCNC1, C1CCOC1, O=[N+]([O-])c1ccnc(Cl)c1. Yields the product O=[N+]([O-])c1ccnc(N2CCCC2)c1. Reaction SMILES: [CH2:11]1[CH2:12][CH2:13][NH:14][CH2:15]1.[CH2:16]1[O:17][CH2:18][CH2:19][CH2:20]1.[Cl:1][c:2]1[n:3][cH:4][cH:5][c:6]([N+:8](=[O:9])[O-:10])[cH:7]1>>[c:2]1([N:14]2[CH2:13][CH2:12][CH2:11][CH2:15]2)[n:3][cH:4][cH:5][c:6]([N+:8](=[O:9])[O-:10])[cH:7]1. RXN SMILES: [F:1][C:2]1[CH:3]=[C:4]([C:8]2([C:23]3[CH:28]=[CH:27][CH:26]=[C:25]([F:29])[CH:24]=3)[CH:16]3[CH:12]([CH2:13][N:14](C(OC=C)=O)[CH2:15]3)[C:11](=[O:22])[CH2:10][CH2:9]2)[CH:5]=[CH:6][CH:7]=1.[ClH:30]>O1CCOCC1>[ClH:30].[F:29][C:25]1[CH:24]=[C:23]([C:8]2([C:4]3[CH:5]=[CH:6][CH:7]=[C:2]([F:1])[CH:3]=3)[CH:16]3[CH:12]([CH2:13][NH:14][CH2:15]3)[C:11](=[O:22])[CH2:10][CH2:9]2)[CH:28]=[CH:27][CH:26]=1 |f:3.4|. Starting materials: FC=1C=C(C=CC1)C1(CCC(C2CN(CC12)C(=O)OC=C)=O)C1=CC(=CC=C1)F ((3aRS,7aRS)-7,7-bis-(3-fluorophenyl)-2-vinyloxycarbonyl-4-perhydroisoindolone), solution, Cl (hydrochloric acid). Yields the product Cl.FC=1C=C(C=CC1)C1(CCC(C2CNCC12)=O)C1=CC(=CC=C1)F (7,7-Bis(3-Fluorophenyl)-4-perhydroisoindolone hydrochloride). Procedure details: (3aRS,7aRS)-7,7-bis-(3-fluorophenyl)-2-vinyloxycarbonyl-4-perhydroisoindolone (64.5 g) is treated with a 6N solution (330 cc) of hydrochloric acid in dioxane for 30 minutes at 25° C. The solution is concentrated to dryness under reduced pressure (2.7 kPa) and the residue is taken up in ethanol (500 cc). The solution is heated at 60° C. for 6 hours and stirred for 16 hours at 25° C. and then concentrated to half its volume under reduced pressure (2.7 kPa) and the crystals formed are drained and w... Reaction conditions: temperature 60 celsius, time 16 hour. Run in O1CCOCC1 (dioxane). Starting materials: [Li]CCCC, C1CCOC1, CC1(C)CCCC(C)(C)N1, CCOC(C)=O, Cl, OCCc1ccc(F)c(F)c1, CN(C)C=O. Product: O=Cc1cc(CCO)cc(F)c1F. Reaction SMILES: [CH2:11]([Li:12])[CH2:13][CH2:14][CH3:15].[CH2:28]1[CH2:30][CH2:29][CH2:31][O:32]1.[CH3:1][C:2]1([CH3:3])[CH2:4][CH2:5][CH2:6][C:7]([CH3:8])([CH3:9])[NH:10]1.[CH3:33][CH2:34][O:35][C:36](=[O:37])[CH3:38].[ClH:27].[F:16][c:17]1[cH:18][c:19]([CH2:24][CH2:25][OH:26])[cH:20][cH:21][c:22]1[F:23].[O:39]=[CH:40][N:41]([CH3:42])[CH3:43]>>[F:16][c:17]1[cH:18][c:19]([CH2:24][CH2:25][OH:26])[cH:20][c:21]([CH:31]=[O:32])[c:22]1[F:23].